This data is from the Open Reaction Database (ORD), a public repository of structured organic reaction records. The task is: describe an organic reaction: reactants, conditions, products, and yield Starting materials: Example 1 ( 4 ), C(C)NC1=CC=CC=C1 (N-ethylaniline), crude product, C(C)N(C(C(C(=O)NS(=O)(=O)C1=CC2=CC=CC=C2C=C1)CC1=CC=C(C=C1)OC)=O)CC (N,N-diethyl-2-(4-methoxybenzyl)-N′-(2-naphthylsulfonyl)malonamide). The product is C(C)N(C(C(C(=O)NS(=O)(=O)C1=CC2=CC=CC=C2C=C1)CC1=CC=C(C=C1)OC)=O)C1=CC=CC=C1 (N-ethyl-2-(4-methoxybenzyl)-N′-(2-naphthylsulfonyl)-N-phenylmalonamide). Yield: 75.2%. Reaction SMILES: [CH2:1]([N:3]([CH2:32][CH3:33])[C:4](=[O:31])[CH:5]([CH2:22][C:23]1[CH:28]=[CH:27][C:26]([O:29][CH3:30])=[CH:25][CH:24]=1)[C:6]([NH:8][S:9]([C:12]1[CH:21]=[CH:20][C:19]2[C:14](=[CH:15][CH:16]=[CH:17][CH:18]=2)[CH:13]=1)(=[O:11])=[O:10])=[O:7])[CH3:2].C(N[C:37]1[CH:42]=CC=[CH:39][CH:38]=1)C>>[CH2:32]([N:3]([C:1]1[CH:39]=[CH:38][CH:37]=[CH:42][CH:2]=1)[C:4](=[O:31])[CH:5]([CH2:22][C:23]1[CH:28]=[CH:27][C:26]([O:29][CH3:30])=[CH:25][CH:24]=1)[C:6]([NH:8][S:9]([C:12]1[CH:21]=[CH:20][C:19]2[C:14](=[CH:15][CH:16]=[CH:17][CH:18]=2)[CH:13]=1)(=[O:10])=[O:11])=[O:7])[CH3:33]. Procedure: In the same manner as in Example 1 (4), a crude product was obtained using the compound (550 mg) obtained in Example 112 (4) and N-ethylaniline (161 mg). This was purified by silica gel column chromatography to give the title compound (456 mg) as a white powder. The reactants are C[Si](C)(C)CCOCn1cc(C(=O)NC(C(=O)N2CC(C#N)C2)C2CC2)c2nc(N3Cc4c(Cl)cccc4C3=O)cnc21, ClCCl, NCCN, O=C(O)C(F)(F)F. Product: N#CC1CN(C(=O)C(NC(=O)c2c[nH]c3ncc(N4Cc5c(Cl)cccc5C4=O)nc23)C2CC2)C1. Reaction SMILES: [C:1](#[N:2])[CH:3]1[CH2:4][N:5]([C:7]([CH:8]([CH:9]2[CH2:10][CH2:11]2)[NH:12][C:13](=[O:14])[c:15]2[cH:16][n:17]([CH2:35][O:36][CH2:37][CH2:38][Si:39]([CH3:40])([CH3:41])[CH3:42])[c:18]3[n:19][cH:20][c:21]([N:24]4[C:25](=[O:34])[c:26]5[cH:27][cH:28][cH:29][c:30]([Cl:33])[c:31]5[CH2:32]4)[n:22][c:23]23)=[O:43])[CH2:6]1.[Cl:55][CH2:56][Cl:57].[NH2:51][CH2:52][CH2:53][NH2:54].[OH:44][C:45]([C:46]([F:47])([F:48])[F:49])=[O:50]>>[C:1](#[N:2])[CH:3]1[CH2:4][N:5]([C:7]([CH:8]([CH:9]2[CH2:10][CH2:11]2)[NH:12][C:13](=[O:14])[c:15]2[cH:16][nH:17][c:18]3[n:19][cH:20][c:21]([N:24]4[C:25](=[O:34])[c:26]5[cH:27][cH:28][cH:29][c:30]([Cl:33])[c:31]5[CH2:32]4)[n:22][c:23]23)=[O:43])[CH2:6]1. The yield is 77.9%. The reactants are C(C)(=O)NC=1C=C(C(=CC1[N+](=O)[O-])Cl)C(F)(F)F (3-acetamido-6-chloro-4-nitrobenzotrifluoride). Reported procedure: A mixture of 3-acetamido-6-chloro-4-nitrobenzotrifluoride (780 mg, 2.76 mmol) in concentrated HCl (3 mL) was refluxed overnight and it was extracted by ethyl acetate (2×3 mL). The extract was dried over Mg2SO4 and evaporated to give 517 mg (78% ) of 3-amino-6-chloro-4-nitrobenzotrifluoride. 1H NMR (CDCl3): δ 6.205 (S, 2H); 7.206 (s, 1H); 8.263 (s, 1H). Reaction SMILES: C([NH:4][C:5]1[CH:6]=[C:7]([C:15]([F:18])([F:17])[F:16])[C:8]([Cl:14])=[CH:9][C:10]=1[N+:11]([O-:13])=[O:12])(=O)C>Cl>[NH2:4][C:5]1[CH:6]=[C:7]([C:15]([F:18])([F:16])[F:17])[C:8]([Cl:14])=[CH:9][C:10]=1[N+:11]([O-:13])=[O:12]. Product: NC=1C=C(C(=CC1[N+](=O)[O-])Cl)C(F)(F)F (3-amino-6-chloro-4-nitrobenzotrifluoride). The solvent is Cl (HCl). Starting materials: ClCCCCC[C@H]1[C@H]2[C@@H]3CCC([C@@]3(C)C[C@@H]([C@@H]2C=2C=CC(=CC2C1)O)F)=O (7α-(5-chloropentyl)-11β-fluoro-3-hydroxy-estra-1,3,5(10)-trien-17-one), FC(C1=CC=C(C=C1)SC[C@H]1NCCC1)(F)F ((2S)-2-(4-trifluoromethylphenylthiomethyl)-pyrrolidine), [I-].[Li+] (lithium iodide), C([O-])(O)=O.[Na+] (sodium bicarbonate). The solvent is CN(C=O)C (dimethylformamide). Product: F[C@@H]1[C@@H]2C=3C=CC(=CC3C[C@H]([C@H]2[C@@H]2CCC([C@@]2(C)C1)=O)CCCCCN1[C@@H](CCC1)CSC1=CC=C(C=C1)C(F)(F)F)O (11β-fluoro-3-hydroxy-7α-{5-[(2S)-2-(4-trifluoromethylphenylthiomethyl)-pyrrolidin-1-yl]-pentyl}-estra-1,3,5(10)-trien-17-one). Isolated yield 57.2%. As a reaction SMILES: Cl[CH2:2][CH2:3][CH2:4][CH2:5][CH2:6][C@@H:7]1[CH2:24][C:23]2[CH:22]=[C:21]([OH:25])[CH:20]=[CH:19][C:18]=2[C@@H:17]2[C@@H:8]1[C@H:9]1[C@@:13]([CH2:15][C@@H:16]2[F:26])([CH3:14])[C:12](=[O:27])[CH2:11][CH2:10]1.[F:28][C:29]([F:44])([F:43])[C:30]1[CH:35]=[CH:34][C:33]([S:36][CH2:37][C@@H:38]2[CH2:42][CH2:41][CH2:40][NH:39]2)=[CH:32][CH:31]=1.[I-].[Li+].C(=O)(O)[O-].[Na+]>CN(C)C=O>[F:26][C@H:16]1[CH2:15][C@@:13]2([CH3:14])[C@@H:9]([CH2:10][CH2:11][C:12]2=[O:27])[C@H:8]2[C@H:17]1[C:18]1[CH:19]=[CH:20][C:21]([OH:25])=[CH:22][C:23]=1[CH2:24][C@H:7]2[CH2:6][CH2:5][CH2:4][CH2:3][CH2:2][N:39]1[CH2:40][CH2:41][CH2:42][C@H:38]1[CH2:37][S:36][C:33]1[CH:34]=[CH:35][C:30]([C:29]([F:44])([F:28])[F:43])=[CH:31][CH:32]=1 |f:2.3,4.5|. Procedure: A solution of 0.5 g of 7α-(5-chloropentyl)-11β-fluoro-3-hydroxy-estra-1,3,5(10)-trien-17-one in 4 ml of dimethylformamide is stirred with 0.55 g of (2S)-2-(4-trifluoromethylphenylthiomethyl)-pyrrolidine and 0.32 g of lithium iodide for 2 hours at a bath temperature of 100° C. Then, it is added to sodium bicarbonate solution, extracted three times with ethyl acetate, washed with common salt solution, dried on sodium sulfate, concentrated by evaporation in a vacuum and chromatographed on silica ge... Reactants: BrBr, CC(=O)O, Cn1cnc2ccc(N)cc21. Product: Cn1cnc2ccc(N)c(Br)c21. RXN SMILES: [Br:12][Br:13].[C:14]([OH:15])(=[O:16])[CH3:17].[CH3:1][n:2]1[cH:3][n:4][c:5]2[c:6]1[cH:7][c:8]([NH2:11])[cH:9][cH:10]2>>[CH3:1][n:2]1[cH:3][n:4][c:5]2[c:6]1[c:7]([Br:12])[c:8]([NH2:11])[cH:9][cH:10]2. The reactants are CC(=O)O, COC(=O)c1ccc(SC(C)(C)CCCl)c([N+](=O)[O-])c1, [Fe]. Yields the product COC(=O)c1ccc(SC(C)(C)CCCl)c(N)c1. RXN SMILES: [C:21]([OH:22])(=[O:23])[CH3:24].[Cl:1][CH2:2][CH2:3][C:4]([CH3:5])([CH3:6])[S:7][c:8]1[c:9]([N+:18]([O-:19])=[O:20])[cH:10][c:11]([C:12](=[O:13])[O:14][CH3:15])[cH:16][cH:17]1.[Fe:25]>>[Cl:1][CH2:2][CH2:3][C:4]([CH3:5])([CH3:6])[S:7][c:8]1[c:9]([NH2:18])[cH:10][c:11]([C:12](=[O:13])[O:14][CH3:15])[cH:16][cH:17]1. Reactants: OBO, COc1ccc(-c2nc3cc(OC)cc(Br)c3o2)cc1, CCO, Cc1ccccc1, [Na+], [Na+], O=C([O-])[O-], O, c1ccccc1, c1ccc(P(c2ccccc2)(c2ccccc2)[Pd](P(c2ccccc2)(c2ccccc2)c2ccccc2)(P(c2ccccc2)(c2ccccc2)c2ccccc2)P(c2ccccc2)(c2ccccc2)c2ccccc2)cc1. Product: COc1ccc(-c2nc3cc(OC)cc(-c4ccccc4)c3o2)cc1. RXN SMILES: [BH:21]([OH:22])[OH:23].[Br:1][c:2]1[cH:3][c:4]([O:19][CH3:20])[cH:5][c:6]2[n:7][c:8](-[c:11]3[cH:12][cH:13][c:14]([O:17][CH3:18])[cH:15][cH:16]3)[o:9][c:10]12.[CH3:36][CH2:37][OH:38].[CH3:39][c:40]1[cH:41][cH:42][cH:43][cH:44][cH:45]1.[Na+:30].[Na+:31].[O-:32][C:33](=[O:34])[O-:35].[OH2:46].[cH:24]1[cH:25][cH:26][cH:27][cH:28][cH:29]1.[cH:47]1[cH:48][cH:49][c:50]([P:51]([Pd:52]([P:53]([c:54]2[cH:55][cH:56][cH:57][cH:58][cH:59]2)([c:60]2[cH:61][cH:62][cH:63][cH:64][cH:65]2)[c:66]2[cH:67][cH:68][cH:69][cH:70][cH:71]2)([P:72]([c:73]2[cH:74][cH:75][cH:76][cH:77][cH:78]2)([c:79]2[cH:80][cH:81][cH:82][cH:83][cH:84]2)[c:85]2[cH:86][cH:87][cH:88][cH:89][cH:90]2)[P:91]([c:92]2[cH:93][cH:94][cH:95][cH:96][cH:97]2)([c:98]2[cH:99][cH:100][cH:101][cH:102][cH:103]2)[c:104]2[cH:105][cH:106][cH:107][cH:108][cH:109]2)([c:110]2[cH:111][cH:112][cH:113][cH:114][cH:115]2)[c:116]2[cH:117][cH:118][cH:119][cH:120][cH:121]2)[cH:122][cH:123]1>>[c:2]1(-[c:24]2[cH:25][cH:26][cH:27][cH:28][cH:29]2)[cH:3][c:4]([O:19][CH3:20])[cH:5][c:6]2[n:7][c:8](-[c:11]3[cH:12][cH:13][c:14]([O:17][CH3:18])[cH:15][cH:16]3)[o:9][c:10]12.